This data is from the Open Reaction Database (ORD), a public repository of structured organic reaction records. The task is: describe an organic reaction: reactants, conditions, products, and yield The reactants are ClC1=NC2=CC(=CC(=C2C(=C1C)Cl)F)F (2,4-dichloro-5,7-difluoro-3-methylquinoline), C([O-])([O-])=O.[K+].[K+] (potassium carbonate), CN1N=CC2=C(C=CC=C12)B(O)O (1-methyl-1H-indazol-4-ylboronic acid), palladium tetrakistriphenylphosphine. Solvent: C1(=CC=CC=C1)C (toluene). The product is ClC1=C(C(=NC2=CC(=CC(=C12)F)F)C1=C2C=NN(C2=CC=C1)C)C (4-chloro-5,7-difluoro-3-methyl-2-(1-methyl-1H-indazol-4-yl)quinoline). Reaction SMILES: Cl[C:2]1[C:11]([CH3:12])=[C:10]([Cl:13])[C:9]2[C:4](=[CH:5][C:6]([F:15])=[CH:7][C:8]=2[F:14])[N:3]=1.[CH3:16][N:17]1[C:25]2[C:20](=[C:21](B(O)O)[CH:22]=[CH:23][CH:24]=2)[CH:19]=[N:18]1.C(=O)([O-])[O-].[K+].[K+]>C1(C)C=CC=CC=1>[Cl:13][C:10]1[C:9]2[C:4](=[CH:5][C:6]([F:15])=[CH:7][C:8]=2[F:14])[N:3]=[C:2]([C:21]2[CH:22]=[CH:23][CH:24]=[C:25]3[C:20]=2[CH:19]=[N:18][N:17]3[CH3:16])[C:11]=1[CH3:12] |f:2.3.4|. Procedure: The Suzuki coupled product was prepared according to Procedure F using 2,4-dichloro-5,7-difluoro-3-methylquinoline (0.50 g, 2.02 mmol), 1-methyl-1H-indazol-4-ylboronic acid (0.53 g, 3.02 mmol), palladium tetrakistriphenylphosphine (0.23 g, 0.20 mmol), potassium carbonate (0.56 g, 4.03 mmol) in toluene (4 mL) at 100° C. for 17 h to give 4-chloro-5,7-difluoro-3-methyl-2-(1-methyl-1H-indazol-4-yl)quinoline as a yellow solid. Mass Spectrum (ESI) m/e=344.0 (M+1).